This data is from the Open Reaction Database (ORD), a public repository of structured organic reaction records. The task is: describe an organic reaction: reactants, conditions, products, and yield Reported procedure: To a vial containing the title compound from Example 72 Step B (0.03 g, 0.10 mmol), bis(pinacolato)diboron (0.050 g, 0.20 mmol), tris(dibenzylideneacetone)dipalladium (0) (0.018 g, 0.020 mmol), tricyclohexylphosphine (11 mg, 0.039 mmol) and potassium acetate (0.029 g, 0.294 mmol) was added 1,4-dioxane (1.0 ml). The vial was capped tightly and heated to 80° C. overnight. The reaction was then concentrated under reduced pressure to provide the title compound: LCMS m/z 245.70 [M+H]+. Yields the product C1(CC1)C1=NOC(=N1)C1(CC1)C=1C=C(C=NC1)B(O)O ({5-[1-(3-cyclopropyl-1,2,4-oxadiazol-5-yl)cyclopropyl]-3-pyridinyl}boronic acid). Reagents/catalysts: C=1C=CC(=CC1)/C=C/C(=O)/C=C/C2=CC=CC=C2.C=1C=CC(=CC1)/C=C/C(=O)/C=C/C2=CC=CC=C2.C=1C=CC(=CC1)/C=C/C(=O)/C=C/C2=CC=CC=C2.[Pd].[Pd] (tris(dibenzylideneacetone)dipalladium). RXN SMILES: Br[C:2]1[CH:3]=[N:4][CH:5]=[C:6]([C:8]2([C:11]3[O:15][N:14]=[C:13]([CH:16]4[CH2:18][CH2:17]4)[N:12]=3)[CH2:10][CH2:9]2)[CH:7]=1.[B:19]1(B2OC(C)(C)C(C)(C)O2)[O:23]C(C)(C)C(C)(C)[O:20]1.C1(P(C2CCCCC2)C2CCCCC2)CCCCC1.C([O-])(=O)C.[K+]>C1C=CC(/C=C/C(/C=C/C2C=CC=CC=2)=O)=CC=1.C1C=CC(/C=C/C(/C=C/C2C=CC=CC=2)=O)=CC=1.C1C=CC(/C=C/C(/C=C/C2C=CC=CC=2)=O)=CC=1.[Pd].[Pd].O1CCOCC1>[CH:16]1([C:13]2[N:12]=[C:11]([C:8]3([C:6]4[CH:7]=[C:2]([B:19]([OH:23])[OH:20])[CH:3]=[N:4][CH:5]=4)[CH2:10][CH2:9]3)[O:15][N:14]=2)[CH2:18][CH2:17]1 |f:3.4,5.6.7.8.9|. Solvent: O1CCOCC1 (1,4-dioxane). Reaction conditions: temperature 80 celsius. Starting materials: BrC=1C=NC=C(C1)C1(CC1)C1=NC(=NO1)C1CC1 (3-bromo-5-[1-(3-cyclopropyl-1,2,4-oxadiazol-5-yl)cyclopropyl]pyridine), B1(OC(C(O1)(C)C)(C)C)B2OC(C(O2)(C)C)(C)C (bis(pinacolato)diboron), C1(CCCCC1)P(C1CCCCC1)C1CCCCC1 (tricyclohexylphosphine), C(C)(=O)[O-].[K+] (potassium acetate). Reactants: C(C)OC(C(CC(C)C)C=1C=C(C=C(C1)OS(=O)(=O)C(F)(F)F)C1=CC=C(C=C1)C(F)(F)F)=O (4-Methyl-2-(5-trifluoromethanesulfonyloxy-4′-trifluoromethyl-biphenyl-3-yl)-pentanoic acid ethyl ester), FC=1C=C(C=CC1)B(O)O (3-fluoro-phenylboronic acid). Product: FC=1C=C(C=CC1)C1=CC(=CC(=C1)C(C(=O)O)CC(C)C)C1=CC=C(C=C1)C(F)(F)F (2-(3-Fluoro-4″-trifluoromethyl-[1,1′;3′,1″]terphenyl-5′-yl)-4-methyl-pentanoic acid). RXN SMILES: C([O:3][C:4](=[O:34])[CH:5]([C:10]1[CH:11]=[C:12]([C:24]2[CH:29]=[CH:28][C:27]([C:30]([F:33])([F:32])[F:31])=[CH:26][CH:25]=2)[CH:13]=[C:14](OS(C(F)(F)F)(=O)=O)[CH:15]=1)[CH2:6][CH:7]([CH3:9])[CH3:8])C.[F:35][C:36]1[CH:37]=[C:38](B(O)O)[CH:39]=[CH:40][CH:41]=1>>[F:35][C:36]1[CH:41]=[C:40]([C:14]2[CH:15]=[C:10]([CH:5]([CH2:6][CH:7]([CH3:8])[CH3:9])[C:4]([OH:3])=[O:34])[CH:11]=[C:12]([C:24]3[CH:25]=[CH:26][C:27]([C:30]([F:32])([F:31])[F:33])=[CH:28][CH:29]=3)[CH:13]=2)[CH:39]=[CH:38][CH:37]=1. Procedure: The title compound was prepared from a Suzuki coupling of 4-Methyl-2-(5-trifluoromethanesulfonyloxy-4′-trifluoromethyl-biphenyl-3-yl)-pentanoic acid ethyl ester (intermediate Example 1g) with 3-fluoro-phenylboronic acid under the conditions described in Example 1; 1H NMR (400 MHz, CHLOROFORM-D) δ ppm 0.89-1.00 (m, 6H), 1.58 (dt, J=13.39, 6.63 Hz, 1H), 1.78 (ddd, J=13.76, 7.34, 7.03 Hz, 1H), 2.01-2.13 (m, 1H), 3.82 (t, J=7.83 Hz, 1H), 7.05-7.13 (m, 1H), 7.32 (dd, J=10.03, 1.47 Hz, 1H), 7.36-7.47 ... Reported procedure: 4-[4-(2-{[(2S)-3-(4-{[tert-Butyl(diphenyl)silyl]oxy}phenoxy)-2-hydroxy-propyl]amino]ethyl)anilino]-N-(2-fluorobenzyl)-1-piperidinecarboxamide (0.21 g, 0.27 mmol) was reacted according to Procedure H (eluant: 5:1 chloroform-methanol containing 1% ammonium hydroxide) to give the title compound (0.085 g, 0.15 mmol) The solvent is C(Cl)(Cl)Cl.CO (chloroform methanol). Isolated yield 55.6%. The reactants are [Si](C1=CC=CC=C1)(C1=CC=CC=C1)(C(C)(C)C)OC1=CC=C(OC[C@H](CNCCC2=CC=C(NC3CCN(CC3)C(=O)NCC3=C(C=CC=C3)F)C=C2)O)C=C1 (4-[4-(2-{[(2S)-3-(4-{[tert-Butyl(diphenyl)silyl]oxy}phenoxy)-2-hydroxy-propyl]amino]ethyl)anilino]-N-(2-fluorobenzyl)-1-piperidinecarboxamide). The product is FC1=C(CNC(=O)N2CCC(CC2)NC2=CC=C(C=C2)CCNC[C@@H](COC2=CC=C(C=C2)O)O)C=CC=C1 (4-(4-(2-[(2S)-2-Hydroxy-3-(4-hydroxy-phenoxy)-propylamino]-ethyl)-phenylamino)-piperidine-1-carboxylic acid 2-fluoro-benzylamide). RXN SMILES: [Si]([O:18][C:19]1[CH:56]=[CH:55][C:22]([O:23][CH2:24][C@@H:25]([OH:54])[CH2:26][NH:27][CH2:28][CH2:29][C:30]2[CH:53]=[CH:52][C:33]([NH:34][CH:35]3[CH2:40][CH2:39][N:38]([C:41]([NH:43][CH2:44][C:45]4[CH:50]=[CH:49][CH:48]=[CH:47][C:46]=4[F:51])=[O:42])[CH2:37][CH2:36]3)=[CH:32][CH:31]=2)=[CH:21][CH:20]=1)(C(C)(C)C)(C1C=CC=CC=1)C1C=CC=CC=1>C(Cl)(Cl)Cl.CO>[F:51][C:46]1[CH:47]=[CH:48][CH:49]=[CH:50][C:45]=1[CH2:44][NH:43][C:41]([N:38]1[CH2:37][CH2:36][CH:35]([NH:34][C:33]2[CH:32]=[CH:31][C:30]([CH2:29][CH2:28][NH:27][CH2:26][C@H:25]([OH:54])[CH2:24][O:23][C:22]3[CH:21]=[CH:20][C:19]([OH:18])=[CH:56][CH:55]=3)=[CH:53][CH:52]=2)[CH2:40][CH2:39]1)=[O:42] |f:1.2|. Starting materials: O (Water), [H-].[Na+] (NaH), FC(CO)F (2,2-difluoroethanol), ClC=1C=C(C=CC1F)NC1=NC=NC2=CC(=C(C=C12)[N+](=O)[O-])F ((3-Chloro-4-fluoro-phenyl)-(7-fluoro-6-nitro-quinazoline-4-yl)-amine). Solvent: C1CCOC1 (THF). Reaction conditions: time 15 minute. Product: ClC=1C=C(C=CC1F)NC1=NC=NC2=CC(=C(C=C12)[N+](=O)[O-])OCC(F)F ((3-Chloro-4-fluoro-phenyl)-[7-(2,2-difluoro-ethoxy)-6-nitro-quinazolin-4-yl]-amine). The yield is 122.5%. Reaction SMILES: [H-].[Na+].[F:3][CH:4]([F:7])[CH2:5][OH:6].[Cl:8][C:9]1[CH:10]=[C:11]([NH:16][C:17]2[C:26]3[C:21](=[CH:22][C:23](F)=[C:24]([N+:27]([O-:29])=[O:28])[CH:25]=3)[N:20]=[CH:19][N:18]=2)[CH:12]=[CH:13][C:14]=1[F:15].O>C1COCC1>[Cl:8][C:9]1[CH:10]=[C:11]([NH:16][C:17]2[C:26]3[C:21](=[CH:22][C:23]([O:6][CH2:5][CH:4]([F:7])[F:3])=[C:24]([N+:27]([O-:29])=[O:28])[CH:25]=3)[N:20]=[CH:19][N:18]=2)[CH:12]=[CH:13][C:14]=1[F:15] |f:0.1|. Procedure: 0.6 g 60% NaH was added in portions to a solution of 1.23 g 2,2-difluoroethanol in 20 ml THF and stirred at room temperature for 15 minutes. 2.02 g (3-Chloro-4-fluoro-phenyl)-(7-fluoro-6-nitro-quinazoline-4-yl)-amine was added as a solid and the mixture was heated to 65° C. for 1 hour, then cooled to room temperature. Water was added and the THF was removed under vacuum. The mixture was sonicated and the resulting solids collected by filtration and dried under vacuum overnight to give 2.93 g of ... Reactants: C(C1=CC=CC=C1)OC1=C(C=NC=C1)[N+](=O)[O-] (4-(benzyloxy)-3-nitropyridine), C(C)(=O)O (acetic acid). Reagents/catalysts: [Zn] (zinc). Conditions: time 6 hour. Product: C(C1=CC=CC=C1)OC1=C(C=NC=C1)N (4-(benzyloxy)pyridin-3-amine). RXN SMILES: [CH2:1]([O:8][C:9]1[CH:14]=[CH:13][N:12]=[CH:11][C:10]=1[N+:15]([O-])=O)[C:2]1[CH:7]=[CH:6][CH:5]=[CH:4][CH:3]=1.C(O)(=O)C>[Zn]>[CH2:1]([O:8][C:9]1[CH:14]=[CH:13][N:12]=[CH:11][C:10]=1[NH2:15])[C:2]1[CH:3]=[CH:4][CH:5]=[CH:6][CH:7]=1. Procedure: To a mixture containing 4-(benzyloxy)-3-nitropyridine (7.2 g, 31.3 mmol) and zinc powder (6.1 g, 91.0 mmol) was added acetic acid (7.2 mL, 7.5 mmol). The mixture was stirred for 6 h at room temperature, filtered and concentrated. The resultant residue was dissolved in ethyl acetate (300 mL), washed with aqueous, saturated ammonium chloride (3×100 mL), washed with brine (100 mL), dried over MgSO4, filtered and concentrated to afford 4-(benzyloxy)pyridin-3-amine as an orange oil which was used wit... The reactants are BrC1=CC=C(C=C1)NC=1OC2=C(N1)C=C(C=C2)C (N2-(4-bromophenyl)-5-methyl-1,3-benzoxazol-2-amine), CC1(OB(OC1(C)C)C1=CC=C(C=C1)NC=1OC2=C(N1)C=C(C=C2)Cl)C (N2-[4-(4,4,5,5-tetramethyl-1,3,2-dioxaborolan-2-yl)phenyl]-5-chloro-1,3-benzoxazol-2-amine). Yields the product CC1(OB(OC1(C)C)C1=CC=C(C=C1)NC=1OC2=C(N1)C=C(C=C2)C)C (N2-[4-(4,4,5,5-Tetramethyl-1,3,2-dioxaborolan-2-yl)phenyl]-5-methyl-1,3-benzoxazol-2-amine), solid. The yield is 46.0%. Reaction SMILES: Br[C:2]1[CH:7]=[CH:6][C:5]([NH:8][C:9]2[O:10][C:11]3[CH:17]=[CH:16][C:15]([CH3:18])=[CH:14][C:12]=3[N:13]=2)=[CH:4][CH:3]=1.[CH3:19][C:20]1([CH3:44])[C:24]([CH3:26])([CH3:25])[O:23][B:22](C2C=CC(NC3OC4C=CC(Cl)=CC=4N=3)=CC=2)[O:21]1>>[CH3:19][C:20]1([CH3:44])[C:24]([CH3:26])([CH3:25])[O:23][B:22]([C:2]2[CH:7]=[CH:6][C:5]([NH:8][C:9]3[O:10][C:11]4[CH:17]=[CH:16][C:15]([CH3:18])=[CH:14][C:12]=4[N:13]=3)=[CH:4][CH:3]=2)[O:21]1. Reported procedure: N2-[4-(4,4,5,5-Tetramethyl-1,3,2-dioxaborolan-2-yl)phenyl]-5-methyl-1,3-benzoxazol-2-amine was prepared from N2-(4-bromophenyl)-5-methyl-1,3-benzoxazol-2-amine (1.5 g, 4.95 mmol) using the method described for the preparation of N2-[4-(4,4,5,5-tetramethyl-1,3,2-dioxaborolan-2-yl)phenyl]-5-chloro-1,3-benzoxazol-2-amine. The product was formed as white floculent solid (0.79 g, 46%); RP-HPLC Rt 17.382 min, 98% purity (5% to 85% acetonitrile/0.1M aqueous ammonium acetate, buffered to pH 4.5, over 20... Reactants: C(=O)(OCC)C=1NC(=C(C1CCC)C)C (2-Carbethoxy-3-n-propyl-4,5-dimethyl-pyrrole), C=O (paraformaldehyde). The product is CC=1NC(=C(C1CCC)C)C (2,4,5-trimethyl-3-n-propyl-pyrrole). As a reaction SMILES: [C:1]([C:6]1[NH:7][C:8]([CH3:15])=[C:9]([CH3:14])[C:10]=1[CH2:11][CH2:12][CH3:13])(OCC)=O.C=O>>[CH3:1][C:6]1[NH:7][C:8]([CH3:15])=[C:9]([CH3:14])[C:10]=1[CH2:11][CH2:12][CH3:13]. Procedure: 2-Carbethoxy-3-n-propyl-4,5-dimethyl-pyrrole was reductively alkylated with paraformaldehyde to yield 2,4,5-trimethyl-3-n-propyl-pyrrole. ##STR94## The reactants are CC1=C(C=C(C(=C1)[N+](=O)[O-])C)C1CCC2(OCCO2)CC1 (8-(2,5-dimethyl-4-nitrophenyl)-1,4-dioxaspiro[4.5]decane). Reagents/catalysts: [Pd] (Pd—C). Solvent: CO (MeOH). The product is CC1=C(N)C=C(C(=C1)C1CCC2(OCCO2)CC1)C (2,5-dimethyl-4-(1,4-dioxaspiro[4.5]decan-8-yl)aniline). Reaction SMILES: [CH3:1][C:2]1[CH:7]=[C:6]([N+:8]([O-])=O)[C:5]([CH3:11])=[CH:4][C:3]=1[CH:12]1[CH2:21][CH2:20][C:15]2([O:19][CH2:18][CH2:17][O:16]2)[CH2:14][CH2:13]1>CO.[Pd]>[CH3:11][C:5]1[CH:4]=[C:3]([CH:12]2[CH2:21][CH2:20][C:15]3([O:19][CH2:18][CH2:17][O:16]3)[CH2:14][CH2:13]2)[C:2]([CH3:1])=[CH:7][C:6]=1[NH2:8]. Procedure: A mixture of 8-(2,5-dimethyl-4-nitrophenyl)-1,4-dioxaspiro[4.5]decane (130.2 mg, 0.45 mmol) and 10% Pd—C (13.0 mg) in MeOH (20 mL) was degassed and then reacted under 1 atm. H2. Upon reaction completion, the Pd—C was removed by filtration and the filtrate was concentrated in vacuo to afford 2,5-dimethyl-4-(1,4-dioxaspiro[4.5]decan-8-yl)aniline; ESMS m/z 262.2 (M+H+).